This data is from the Open Reaction Database (ORD), a public repository of structured organic reaction records. The task is: describe an organic reaction: reactants, conditions, products, and yield Starting materials: C(CCCC)OC1=CC=C(C=C1)O (4-pentoxyphenol), C(C)OC(=O)OC1=CC=C(C=C1)/C=C/C(=O)O ((2E)-3-{4-[(ethoxycarbonyl)oxy]phenyl}acrylic acid), Cl.CN(CCCN=C=NCC)C (N-(3-dimethylaminopropyl)-N′-ethylcarbo-diimide hydrochloride). The reagents and catalysts are CN(C1=CC=NC=C1)C (4-dimethylaminopyridine). The solvent is ClCCl (dichloromethane), ClCCl (dichloromethane). Run at time 22 hour. The product is C(C)OC(=O)OC1=CC=C(C=C1)/C=C/C(=O)OC1=CC=C(C=C1)OCCCCC (4-pentoxyphenyl (2E)-3-{4-[(ethoxycarbonyl)oxy]phenyl}acrylate). Yield: 94.2%. RXN SMILES: [CH2:1]([O:6][C:7]1[CH:12]=[CH:11][C:10](O)=[CH:9][CH:8]=1)[CH2:2][CH2:3][CH2:4][CH3:5].[CH2:14]([O:16][C:17]([O:19][C:20]1[CH:25]=[CH:24][C:23](/[CH:26]=[CH:27]/[C:28]([OH:30])=[O:29])=[CH:22][CH:21]=1)=[O:18])[CH3:15].Cl.CN(C)CCCN=C=NCC>CN(C)C1C=CN=CC=1.ClCCl>[CH2:14]([O:16][C:17]([O:19][C:20]1[CH:25]=[CH:24][C:23](/[CH:26]=[CH:27]/[C:28]([O:30][C:10]2[CH:11]=[CH:12][C:7]([O:6][CH2:1][CH2:2][CH2:3][CH2:4][CH3:5])=[CH:8][CH:9]=2)=[O:29])=[CH:22][CH:21]=1)=[O:18])[CH3:15] |f:2.3|. Procedure details: 23.00 g (97 mmol) 4-pentoxyphenol, 17.6 g (97 mmol) (2E)-3-{4-[(ethoxycarbonyl)oxy]phenyl}acrylic acid and 1.18 g (9.7 mmol) 4-dimethylaminopyridine were dissolved in 300 ml of dichloromethane. A suspension of 18.6 g (97 mmol) N-(3-dimethylaminopropyl)-N′-ethylcarbo-diimide hydrochloride and 200 ml dichloromethane were added dropwise in the course of 40 minutes. After 22 h at room temperature, the reaction mixture was partitioned between dichloromethane and water; the organic phase was washed re... Product: Cc1cc([N+](=O)[O-])c(C)c2c1N=CCC2=O. As a reaction SMILES: [CH3:1][c:2]1[c:3]2[c:8]([c:9]([CH3:12])[cH:10][cH:11]1)[N:7]=[CH:6][CH2:5][C:4]2=[O:13].[OH:14][N+:15]([O-:16])=[O:17].[S:18](=[O:19])(=[O:20])([OH:21])[OH:22]>>[CH3:1][c:2]1[c:3]2[c:8]([c:9]([CH3:12])[cH:10][c:11]1[N+:15](=[O:14])[O-:16])[N:7]=[CH:6][CH2:5][C:4]2=[O:13]. Starting materials: Cc1ccc(C)c2c1N=CCC2=O, O=[N+]([O-])O, O=S(=O)(O)O. The reactants are N[C@H](C(=O)O)CC(=O)C1=CC2=C(OC3=C2C=CC=C3)C=C1 ((S)-2-amino-4-dibenzofuran-2-yl-4-oxo-butyric acid), O (water), C(C)(=O)OC(C)=O (acetic anhydride). Product: C(C)(=O)N[C@H](C(=O)O)CC(=O)C1=CC2=C(OC3=C2C=CC=C3)C=C1 ((S)-2-Acetylamino-4-dibenzofuran-2-yl-4-oxo-butyric acid). RXN SMILES: [NH2:1][C@@H:2]([CH2:6][C:7]([C:9]1[CH:21]=[CH:20][C:12]2[O:13][C:14]3[CH:19]=[CH:18][CH:17]=[CH:16][C:15]=3[C:11]=2[CH:10]=1)=[O:8])[C:3]([OH:5])=[O:4].O.[C:23](OC(=O)C)(=[O:25])[CH3:24]>>[C:23]([NH:1][C@@H:2]([CH2:6][C:7]([C:9]1[CH:21]=[CH:20][C:12]2[O:13][C:14]3[CH:19]=[CH:18][CH:17]=[CH:16][C:15]=3[C:11]=2[CH:10]=1)=[O:8])[C:3]([OH:5])=[O:4])(=[O:25])[CH3:24]. Reported procedure: A suspension of (S)-2-amino-4-dibenzofuran-2-yl-4-oxo-butyric acid (0.025 g, 0.000082 mol) obtained above in Example 3 in acetic anhydride (2 mL) and water (4 mL) was sonicated (Cole Parmer 8850 Ultrasound Bath) for 15 minutes at room temperature. The resulting solution was then concentrated in vacuo, and the resulting residue was recrystallized from ethyl acetate/diethyl ether (50:50, v/v) to yield the title product as a white solid; mp 166-170° C. As a reaction SMILES: [CH2:27]([Cl:28])[CH2:29][Cl:30].[CH3:48][c:49]1[cH:50][cH:51][cH:52][cH:53][cH:54]1.[Cl:1][c:2]1[c:3]2[cH:4][cH:5][c:6]([CH3:16])[n:7][c:8]2[c:9]([OH:15])[c:10]([C:12](=[O:13])[OH:14])[cH:11]1.[Cl:55][CH2:56][Cl:57].[ClH:31].[O:43]=[CH:44][N:45]([CH3:46])[CH3:47].[OH2:32].[OH:33][c:34]1[c:35]2[n:36][n:37][nH:38][c:39]2[cH:40][cH:41][cH:42]1.[c:17]1([CH2:23][CH2:24][CH2:25][NH2:26])[cH:18][cH:19][cH:20][cH:21][cH:22]1>>[Cl:1][c:2]1[c:3]2[cH:4][cH:5][c:6]([CH3:16])[n:7][c:8]2[c:9]([OH:15])[c:10]([C:12](=[O:14])[NH:26][CH2:25][CH2:24][CH2:23][c:17]2[cH:18][cH:19][cH:20][cH:21][cH:22]2)[cH:11]1. The product is Cc1ccc2c(Cl)cc(C(=O)NCCCc3ccccc3)c(O)c2n1. The reactants are ClCCCl, Cc1ccccc1, Cc1ccc2c(Cl)cc(C(=O)O)c(O)c2n1, ClCCl, Cl, CN(C)C=O, O, Oc1cccc2[nH]nnc12, NCCCc1ccccc1. The reactants are CCOC(OCC)N1CCNC1=N[N+](=O)[O-], C1CCOC1, Cc1ccccc1N, O. The product is Cc1ccccc1N=CN1CCNC1=N[N+](=O)[O-]. RXN SMILES: [CH2:1]([O:2][CH:4]([O:3][CH2:14][CH3:15])[N:5]1[C:6](=[N:10][N+:11](=[O:12])[O-:13])[NH:7][CH2:8][CH2:9]1)[CH3:16].[CH2:25]1[O:26][CH2:27][CH2:28][CH2:29]1.[NH2:17][c:18]1[c:19]([CH3:24])[cH:20][cH:21][cH:22][cH:23]1.[OH2:30]>>[CH:4]([N:5]1[C:6](=[N:10][N+:11](=[O:12])[O-:13])[NH:7][CH2:8][CH2:9]1)=[N:17][c:18]1[c:19]([CH3:24])[cH:20][cH:21][cH:22][cH:23]1. The reactants are BrC1=C(C=C(C=C1)Br)C=1OC(=NN1)C1=CC=C(C=C1)OCCCCCCCC (2-(2,5-Dibromophenyl)-5-[4-(octyloxy)phenyl]1,3,4-oxadiazole), ClC=1C=C(C(=O)Cl)C=C(C1)Cl (3,5-dichlorobenzoyl chloride), 4-octoxybenzoyl hydrazide. Procedure: By the general method for the synthesis of 2-(2,5-dibromophenyl)-5-[4-(octyloxy)phenyl]-1,3,4-oxadiazole (1) in Example 3, the reaction of 3,5-dichlorobenzoyl chloride (20.0 g, 0.010 mole) with 4-octoxybenzoyl hydrazide (25.24 g, 0.010 mole) gave the intermediate 3,5-dichloro-N′-[4-(octyloxy)benzoyl]benzohydrazide (25 g, 60% yield). Cyclocondensation of the intermediate 3,5-dichloro-N′-[4-(octyloxy)benzoyl]-benzohydrazide (16.0 g) with POCl3 (83 mL) gave the required 2-(3,5-dichlorophenyl)-5-[4-... The product is ClC=1C=C(C(=O)NNC(C2=CC=C(C=C2)OCCCCCCCC)=O)C=C(C1)Cl (3,5-dichloro-N′-[4-(octyloxy)benzoyl]benzohydrazide). Reaction SMILES: BrC1C=CC(Br)=CC=1C1[O:10][C:11]([C:14]2[CH:19]=[CH:18][C:17]([O:20][CH2:21][CH2:22][CH2:23][CH2:24][CH2:25][CH2:26][CH2:27][CH3:28])=[CH:16][CH:15]=2)=[N:12][N:13]=1.[Cl:29][C:30]1[CH:31]=[C:32]([CH:36]=[C:37]([Cl:39])[CH:38]=1)[C:33](Cl)=[O:34]>>[Cl:29][C:30]1[CH:31]=[C:32]([CH:36]=[C:37]([Cl:39])[CH:38]=1)[C:33]([NH:13][NH:12][C:11](=[O:10])[C:14]1[CH:19]=[CH:18][C:17]([O:20][CH2:21][CH2:22][CH2:23][CH2:24][CH2:25][CH2:26][CH2:27][CH3:28])=[CH:16][CH:15]=1)=[O:34]. The yield is 60.0%. The reactants are CCN1CCCC(CBr)C1, O=C([O-])[O-], CCCCOc1nc(N)c2nc(OC)[nH]c2n1, CN(C)C=O, O=C(O)C(F)(F)F, [K+], [K+], O. Product: CCCCOc1nc(N)c2nc(OC)n(CC3CCCN(CC)C3)c2n1. As a reaction SMILES: [Br:31][CH2:32][CH:33]1[CH2:34][N:35]([CH2:39][CH3:40])[CH2:36][CH2:37][CH2:38]1.[C:25](=[O:26])([O-:27])[O-:28].[CH2:8]([CH2:9][CH2:10][CH3:11])[O:12][c:13]1[n:14][c:15]([NH2:24])[c:16]2[n:17][c:18]([O:22][CH3:23])[nH:19][c:20]2[n:21]1.[CH3:42][N:43]([CH3:44])[CH:45]=[O:46].[F:1][C:2]([F:3])([F:4])[C:5]([OH:6])=[O:7].[K+:29].[K+:30].[OH2:41]>>[CH2:8]([CH2:9][CH2:10][CH3:11])[O:12][c:13]1[n:14][c:15]([NH2:24])[c:16]2[n:17][c:18]([O:22][CH3:23])[n:19]([CH2:32][CH:33]3[CH2:34][N:35]([CH2:39][CH3:40])[CH2:36][CH2:37][CH2:38]3)[c:20]2[n:21]1. The reactants are CC(C)(C)c1ccc(-c2cc(Cl)ncn2)cc1, Cc1nc2cc(O)ccc2s1, [H-], [Na+], CN(C)C=O. Yields the product Cc1nc2cc(Oc3cc(-c4ccc(C(C)(C)C)cc4)ncn3)ccc2s1. As a reaction SMILES: [C:1]([CH3:2])([CH3:3])([CH3:4])[c:5]1[cH:6][cH:7][c:8](-[c:11]2[n:12][cH:13][n:14][c:15]([Cl:17])[cH:16]2)[cH:9][cH:10]1.[CH3:18][c:19]1[s:20][c:21]2[c:22]([n:23]1)[cH:24][c:25]([OH:28])[cH:26][cH:27]2.[H-:30].[Na+:29].[O:31]=[CH:32][N:33]([CH3:34])[CH3:35]>>[C:1]([CH3:2])([CH3:3])([CH3:4])[c:5]1[cH:6][cH:7][c:8](-[c:11]2[n:12][cH:13][n:14][c:15]([O:28][c:25]3[cH:24][c:22]4[c:21]([s:20][c:19]([CH3:18])[n:23]4)[cH:27][cH:26]3)[cH:16]2)[cH:9][cH:10]1. Reactants: C(C1=CC=CC=C1)(=O)C(CCCl)Br (1-benzoyl-1-bromo-3-chloropropane), CNC(OCC)=S (ethyl N-methyl-thiocarbamate). Run in O1CCOCC1 (dioxan). Yields the product CN1C(SC(=C1C1=CC=CC=C1)CCCl)=O (3-methyl-4-phenyl-5-β-chloroethyl-4-thiazolin-2-one). RXN SMILES: [C:1]([CH:9](Br)[CH2:10][CH2:11][Cl:12])(=O)[C:2]1[CH:7]=[CH:6][CH:5]=[CH:4][CH:3]=1.[CH3:14][NH:15][C:16](=[S:20])[O:17]CC>O1CCOCC1>[CH3:14][N:15]1[C:1]([C:2]2[CH:7]=[CH:6][CH:5]=[CH:4][CH:3]=2)=[C:9]([CH2:10][CH2:11][Cl:12])[S:20][C:16]1=[O:17]. Reported procedure: The 3-methyl-4-phenyl-5-β-chloroethyl-4-thiazolin-2-one is prepared in the following manner. A solution of 21.9 g of 1-benzoyl-1-bromo-3-chloropropane and 5 g of ethyl N-methyl-thiocarbamate in 50 cc of dioxan is heated under reflux for 10 hours, and then evaporated to dryness under reduced pressure, M.P. = 88°-90° C (from hexane).